This data is from the Open Reaction Database (ORD), a public repository of structured organic reaction records. The task is: describe an organic reaction: reactants, conditions, products, and yield The reactants are C(C)OP(=O)(OCC)C1=CC=C(C(=O)O)C=C1 (4-(diethoxyphosphoryl)benzoic acid), CCN=C=NCCCN(C)C (EDCI), C=1C=CC2=C(C1)N=NN2O (HOBT), NC1=C(C=CC(=C1)C=1SC=CC1)NC(OC(C)(C)C)=O (tert-butyl [2-amino-4-(2-thienyl)phenyl]carbamate), C(=O)(C(F)(F)F)O (TFA). The solvent is CN(C)C=O (DMF). Conditions: time 16 hour. The product is NC1=C(C=C(C=C1)C=1SC=CC1)NC(=O)C1=CC=C(C=C1)P(OCC)(OCC)=O (Diethyl [4-({[2-amino-5-(2-thienyl)phenyl]amino}carbonyl)phenyl]phosphonate). RXN SMILES: [CH2:1]([O:3][P:4]([C:9]1[CH:17]=[CH:16][C:12]([C:13]([OH:15])=O)=[CH:11][CH:10]=1)([O:6][CH2:7][CH3:8])=[O:5])[CH3:2].CCN=C=NCCCN(C)C.C1C=CC2N(O)N=NC=2C=1.[NH2:39][C:40]1[CH:45]=[C:44]([C:46]2[S:47][CH:48]=[CH:49][CH:50]=2)[CH:43]=[CH:42][C:41]=1[NH:51]C(=O)OC(C)(C)C.C(O)(C(F)(F)F)=O>CN(C=O)C>[NH2:51][C:41]1[CH:42]=[CH:43][C:44]([C:46]2[S:47][CH:48]=[CH:49][CH:50]=2)=[CH:45][C:40]=1[NH:39][C:13]([C:12]1[CH:11]=[CH:10][C:9]([P:4](=[O:5])([O:3][CH2:1][CH3:2])[O:6][CH2:7][CH3:8])=[CH:17][CH:16]=1)=[O:15]. Procedure: A mixture of 4-(diethoxyphosphoryl)benzoic acid (commercially available, 50 mg, 0.194 mmol), EDCI (44.6 mg, 0.233 mmol), HOBT (31.5 mg, 0.233 mmol) and tert-butyl [2-amino-4-(2-thienyl)phenyl]carbamate (67.7 mg, 0.233 mmol) were taken into DMF (0.58 mL) and stirred for 16 h. Approximately 5 mL of TFA was added to the mixture which was stirred for 1 h and concentrated. The product was purified by HPLC (30-90% MeCN in H2O with 0.025% TFA) to afford the requisite product. 1H NMR (DMSO-d6, 600 MHz) ... Starting materials: solution, C[N+](C)(C)C.[OH-] (TMAH), [OH-].[Na+] (NaOH), OC1=CC=C(C=C1)C(C)(C)C1=CC=C(C=C1)O (bisphenol-A), [CH-]=O.[CH-]=O.[C-]#[O+].[C-]#[O+].[C-]#[O+].[C-]#[O+].[C-]#[O+].[C-]#[O+].[Co].[Co+2] (dicobalt octacarbonyl), C(C(=C)C)(=O)OCCC[Si](OC)(OC)OC (methacryloxy propyl trimethoxy silane), resultant solution. Solvent: C(C)C(=O)C (methyl ethyl ketone), C1(=CC=CC=C1)C (toluene), C(C)N(CC)CC (triethyl amine). Conditions: time 10 minute. Yields the product CC(C)(C1=CC=C(C=C1)O)C2=CC=C(C=C2)O.C(=O)(O)O (bisphenol-A polycarbonate), [Co] (cobalt). Reaction SMILES: [C:1]([O:6]CCC[Si](OC)(OC)OC)(=[O:5])C(C)=C.[OH:17][C:18]1[CH:23]=[CH:22][C:21]([C:24]([C:27]2[CH:32]=[CH:31][C:30]([OH:33])=[CH:29][CH:28]=2)([CH3:26])[CH3:25])=[CH:20][CH:19]=1.C[N+](C)(C)C.[OH-].[OH-].[Na+].[CH-]=O.[CH-]=O.[C-]#[O+].[C-]#[O+].[C-]#[O+].[C-]#[O+].[C-]#[O+].[C-]#[O+].[Co:58].[Co+2]>C1(C)C=CC=CC=1.C(C(C)=O)C.C(N(CC)CC)C>[CH3:26][C:24]([C:21]1[CH:22]=[CH:23][C:18]([OH:17])=[CH:19][CH:20]=1)([C:27]1[CH:28]=[CH:29][C:30]([OH:33])=[CH:31][CH:32]=1)[CH3:25].[C:1]([OH:6])([OH:17])=[O:5].[Co:58] |f:2.3,4.5,6.7.8.9.10.11.12.13.14.15,19.20|. Procedure details: In a round bottom flask 0.9 grams of dicobalt octacarbonyl salt was dissolved in 30 grams of toluene. To this solution, treated nanosilica in methyl ethyl ketone (0.9 grams, containing 15 weight percent of nanosilica; the nanosilica was treated with methacryloxy propyl trimethoxy silane in presence of triethyl amine at 80° C. was added and mechanically stirred (600-900 rpm) at room temperature for 10 minutes. The resultant solution was then added to a glass tube reactor containing bisphenol-A (2... The reactants are COCCCCC1=C(Br)C(=O)CCC1, Cc1ccccc1, [Na+], [OH-]. Yields the product COCCCCC1=C(Br)C(O)CCC1. Reaction SMILES: [Br:1][C:2]1=[C:7]([CH2:8][CH2:9][CH2:10][CH2:11][O:12][CH3:13])[CH2:6][CH2:5][CH2:4][C:3]1=[O:14].[CH3:17][c:18]1[cH:19][cH:20][cH:21][cH:22][cH:23]1.[Na+:16].[OH-:15]>>[Br:1][C:2]1=[C:7]([CH2:8][CH2:9][CH2:10][CH2:11][O:12][CH3:13])[CH2:6][CH2:5][CH2:4][CH:3]1[OH:14].